From a dataset of the Open Reaction Database (ORD), a public repository of structured organic reaction records. describe an organic reaction: reactants, conditions, products, and yield Reactants: COC(=O)c1nc(Br)c2cccnc2c1O, Cc1ccc(S(=O)(=O)Cl)cc1, CO, ClC(Cl)Cl, O. The product is COC(=O)c1nc(Br)c2cccnc2c1OS(=O)(=O)c1ccc(C)cc1. Reaction SMILES: [Br:1][c:2]1[c:3]2[cH:4][cH:5][cH:6][n:7][c:8]2[c:9]([OH:16])[c:10]([C:12](=[O:13])[O:14][CH3:15])[n:11]1.[CH3:17][c:18]1[cH:19][cH:20][c:21]([S:24](=[O:25])(=[O:26])[Cl:27])[cH:22][cH:23]1.[CH3:28][OH:29].[CH:31]([Cl:32])([Cl:33])[Cl:34].[OH2:30]>>[Br:1][c:2]1[c:3]2[cH:4][cH:5][cH:6][n:7][c:8]2[c:9]([O:16][S:24]([c:21]2[cH:20][cH:19][c:18]([CH3:17])[cH:23][cH:22]2)(=[O:25])=[O:26])[c:10]([C:12](=[O:13])[O:14][CH3:15])[n:11]1. Starting materials: Cc1ccccc1, [Cl-], [NH4+], O, CN(C(=O)C1OC1c1ccccc1)C(CO)c1ccccc1. The product is CN1C(=O)C(O)C(c2ccccc2)OCC1c1ccccc1. Reaction SMILES: [CH3:26][c:27]1[cH:28][cH:29][cH:30][cH:31][cH:32]1.[Cl-:23].[NH4+:24].[OH2:25].[OH:1][CH2:2][CH:3]([c:4]1[cH:5][cH:6][cH:7][cH:8][cH:9]1)[N:10]([C:11](=[O:12])[CH:13]1[O:14][CH:15]1[c:16]1[cH:17][cH:18][cH:19][cH:20][cH:21]1)[CH3:22]>>[O:1]1[CH2:2][CH:3]([c:4]2[cH:5][cH:6][cH:7][cH:8][cH:9]2)[N:10]([CH3:22])[C:11](=[O:12])[CH:13]([OH:14])[CH:15]1[c:16]1[cH:17][cH:18][cH:19][cH:20][cH:21]1. Reactants: S=P12SP3(=S)SP(=S)(S1)SP(=S)(S2)S3, O=c1cc(-c2ccccc2)cc(-c2ccccc2)o1, c1ccccc1. The product is S=c1cc(-c2ccccc2)cc(-c2ccccc2)o1. RXN SMILES: [P:20]12(=[S:21])[S:22][P:23]3(=[S:33])[S:24][P:25](=[S:31])([S:26][P:27](=[S:30])([S:28]3)[S:29]1)[S:32]2.[c:1]1(-[c:7]2[cH:8][c:9](=[O:19])[o:10][c:11](-[c:13]3[cH:14][cH:15][cH:16][cH:17][cH:18]3)[cH:12]2)[cH:2][cH:3][cH:4][cH:5][cH:6]1.[cH:34]1[cH:35][cH:36][cH:37][cH:38][cH:39]1>>[c:1]1(-[c:7]2[cH:8][c:9](=[S:21])[o:10][c:11](-[c:13]3[cH:14][cH:15][cH:16][cH:17][cH:18]3)[cH:12]2)[cH:2][cH:3][cH:4][cH:5][cH:6]1. Reactants: C(CCC)N(C1=CC(=C(C=O)C=C1)OC)CCCC (4-dibutylamino-2-methoxybenzaldehyde), C(#N)C=1C(OC(C1C)(C)C)=C(C#N)C#N (2-(3-cyano-4,5,5-trimethyl-2(5H)-furanylidene) propanedinitrile), C(C)(=O)[O-].[NH4+] (ammonium acetate). Run in C(C)O (ethanol). Run at temperature 50 celsius, time 4 hour. Product: C(CCC)N(C1=CC(=C(C=C1)C=CC1=C(C(OC1(C)C)=C(C#N)C#N)C#N)OC)CCCC (2-[4-[2-(4-dibutylamino-2-methoxyphenyl)vinyl]-3-cyano-5,5-dimethyl-2(5H)-furanylidene]propanedinitrile). The yield is 94.5%. RXN SMILES: [CH2:1]([N:5]([CH2:16][CH2:17][CH2:18][CH3:19])[C:6]1[CH:13]=[CH:12][C:9]([CH:10]=O)=[C:8]([O:14][CH3:15])[CH:7]=1)[CH2:2][CH2:3][CH3:4].[C:20]([C:22]1[C:23](=[C:30]([C:33]#[N:34])[C:31]#[N:32])[O:24][C:25]([CH3:29])([CH3:28])[C:26]=1[CH3:27])#[N:21].C([O-])(=O)C.[NH4+]>C(O)C>[CH2:1]([N:5]([CH2:16][CH2:17][CH2:18][CH3:19])[C:6]1[CH:13]=[CH:12][C:9]([CH:10]=[CH:27][C:26]2[C:25]([CH3:28])([CH3:29])[O:24][C:23](=[C:30]([C:31]#[N:32])[C:33]#[N:34])[C:22]=2[C:20]#[N:21])=[C:8]([O:14][CH3:15])[CH:7]=1)[CH2:2][CH2:3][CH3:4] |f:2.3|. Reported procedure: In 5 ml of ethanol were dissolved 170 mg (0.65 mmol) of 4-dibutylamino-2-methoxybenzaldehyde and 141 mg (0.71 mmol) of 2-(3-cyano-4,5,5-trimethyl-2(5H)-furanylidene) propanedinitrile. To this mixture was added 50 mg of ammonium acetate, and the mixture was stirred at 50° C. for 4 hours. Ethanol was evaporated off and the residue was purified by silica gel column chromatography to give 273 mg of a dark brown crystal (yield: 95.1%; mp: 222-226° C.) Reactants: CCO, [Cl-], O=C(Nc1cc(Oc2ccc([N+](=O)[O-])cc2F)ccn1)N1CCCC1, [Fe], [NH4+], O. Product: Nc1ccc(Oc2ccnc(NC(=O)N3CCCC3)c2)c(F)c1. RXN SMILES: [CH2:29]([OH:30])[CH3:31].[Cl-:26].[F:1][c:2]1[c:3]([O:4][c:5]2[cH:6][c:7]([NH:11][C:12](=[O:13])[N:14]3[CH2:15][CH2:16][CH2:17][CH2:18]3)[n:8][cH:9][cH:10]2)[cH:19][cH:20][c:21]([N+:23]([O-:24])=[O:25])[cH:22]1.[Fe:32].[NH4+:27].[OH2:28]>>[F:1][c:2]1[c:3]([O:4][c:5]2[cH:6][c:7]([NH:11][C:12](=[O:13])[N:14]3[CH2:15][CH2:16][CH2:17][CH2:18]3)[n:8][cH:9][cH:10]2)[cH:19][cH:20][c:21]([NH2:23])[cH:22]1. The reactants are C1(=CC=CC=C1)N1CCC(CC1)=O (N-Phenyl-4-piperidone), N.CO (NH3 MeOH), [C-]#N.[Na+] (NaCN), [NH4+].[Cl-] (NH4Cl). Solvent: N (NH3), CO (MeOH). Run at time 2 hour. Yields the product NC1(CCN(CC1)C1=CC=CC=C1)C#N (4-Amino-4-cyano-1-phenyl-piperidine). Yield: 73.4%. As a reaction SMILES: [C:1]1([N:7]2[CH2:12][CH2:11][C:10](=O)[CH2:9][CH2:8]2)[CH:6]=[CH:5][CH:4]=[CH:3][CH:2]=1.[C-:14]#[N:15].[Na+].[NH4+:17].[Cl-].N.CO>N.CO>[NH2:17][C:10]1([C:14]#[N:15])[CH2:11][CH2:12][N:7]([C:1]2[CH:6]=[CH:5][CH:4]=[CH:3][CH:2]=2)[CH2:8][CH2:9]1 |f:1.2,3.4,5.6|. Procedure: N-Phenyl-4-piperidone (2.3 g, 13 mmol, 1.0 equiv) was dissolved in 26 mL of 2 M NH3 in MeOH and NaCN (0.76 g, 15 mmol, 1.2 equiv) and NH4Cl (0.80 g, 15 mmol, 1.2 equiv) were added and the mixture was refluxed for 2 h at which time an additional 26 mL of 2 M NH3/MeOH was added followed by another 2 h of reflux. The reaction mixture was cooled and filtered. The filtrate was concentrated. The crude product was purified by flash chromatography on SiO2 eluting with 100% CH2Cl2 and 2% MeOH in CH2Cl2 t... Reactants: C[Si](C#CC=C1CCNCC1)(C)C (4-(3-Trimethylsilylprop-2-ynylidene)piperidine), Compound 284a, FC1=CC(=CC=C1)I (1-fluoro-3-iodobenzene), CC1=CC=C(C(=N1)N1CCC(CC1)=CC#C)[N+](=O)[O-] (6-Methyl-3-Nitro-2-(4-prop-2-ynylidenepiperidin-1-yl)pyridine). Product: FC=1C=C(C=CC1)C#CC=C1CCN(CC1)C1=C(C#N)C=CC(=N1)C (2-{4-[3-(3-Fluorophenyl)prop-2-ynylidene]piperidin-1-yl}-6-methylnicotinonitrile). RXN SMILES: C[Si](C)(C)C#CC=C1CC[NH:9][CH2:8]C1.[F:14][C:15]1[CH:20]=[CH:19][CH:18]=[C:17](I)[CH:16]=1.[CH3:22][C:23]1[N:28]=[C:27]([N:29]2[CH2:34][CH2:33][C:32](=[CH:35][C:36]#[CH:37])[CH2:31][CH2:30]2)[C:26]([N+]([O-])=O)=[CH:25][CH:24]=1>>[F:14][C:15]1[CH:16]=[C:17]([C:37]#[C:36][CH:35]=[C:32]2[CH2:33][CH2:34][N:29]([C:27]3[N:28]=[C:23]([CH3:22])[CH:24]=[CH:25][C:26]=3[C:8]#[N:9])[CH2:30][CH2:31]2)[CH:18]=[CH:19][CH:20]=1. Procedure: The title compound was prepared in the same way as the Compound of Example 274 but replacing 1-bromo-3,5-difluorobenzene with 1-fluoro-3-iodobenzene and Compound 274c with Compound 284a. The residue coming from the work-up procedure was purified by preparative RP LC-MS chromatography, using MS-C18 XTerra column 30×50 mm eluting with ammonium bicarbonate 20 mM pH 8 buffer-acetonitrile gradient affording the title compound as a colourless oil. Yield: 20.4% Starting materials: CCO, Cl, O, CC1(C)OCC(C(O)CNC(=O)c2cccc(S(=O)(=O)Nc3c(F)cc(F)cc3F)c2)O1. Product: O=C(NCC(O)C(O)CO)c1cccc(S(=O)(=O)Nc2c(F)cc(F)cc2F)c1. Reaction SMILES: [CH3:34][CH2:35][OH:36].[ClH:33].[OH2:37].[OH:1][CH:2]([CH2:3][NH:4][C:5]([c:6]1[cH:7][c:8]([S:12]([NH:13][c:14]2[c:15]([F:22])[cH:16][c:17]([F:21])[cH:18][c:19]2[F:20])(=[O:23])=[O:24])[cH:9][cH:10][cH:11]1)=[O:25])[CH:26]1[O:27][C:28]([CH3:31])([CH3:32])[O:29][CH2:30]1>>[OH:1][CH:2]([CH2:3][NH:4][C:5]([c:6]1[cH:7][c:8]([S:12]([NH:13][c:14]2[c:15]([F:22])[cH:16][c:17]([F:21])[cH:18][c:19]2[F:20])(=[O:23])=[O:24])[cH:9][cH:10][cH:11]1)=[O:25])[CH:26]([OH:27])[CH2:30][OH:29]. Starting materials: BrCc1ccccc1, COC(=O)c1ccc(Cn2nc(C(C)(C)C)cc2O)cc1, O=C([O-])[O-], CN(C)C=O, [K+], [K+], O. Product: COC(=O)c1ccc(Cn2nc(C(C)(C)C)cc2OCc2ccccc2)cc1. Reaction SMILES: [Br:22][CH2:23][c:24]1[cH:25][cH:26][cH:27][cH:28][cH:29]1.[C:1]([CH3:2])([CH3:3])([CH3:4])[c:5]1[n:6][n:7]([CH2:11][c:12]2[cH:13][cH:14][c:15]([C:16](=[O:17])[O:18][CH3:19])[cH:20][cH:21]2)[c:8]([OH:10])[cH:9]1.[C:30](=[O:31])([O-:32])[O-:33].[CH3:36][N:37]([CH3:38])[CH:39]=[O:40].[K+:34].[K+:35].[OH2:41]>>[C:1]([CH3:2])([CH3:3])([CH3:4])[c:5]1[n:6][n:7]([CH2:11][c:12]2[cH:13][cH:14][c:15]([C:16](=[O:17])[O:18][CH3:19])[cH:20][cH:21]2)[c:8]([O:10][CH2:23][c:24]2[cH:25][cH:26][cH:27][cH:28][cH:29]2)[cH:9]1. Starting materials: CCOC(=O)NN, CCCCO, Fc1ccc(-c2ccc(Cl)nn2)cc1, O=C([O-])NNc1ccc(-c2ccc(F)cc2)nn1. Yields the product CCOC(=O)NNc1ccc(-c2ccc(F)cc2)nn1. As a reaction SMILES: [C:15]([NH:16][NH2:17])(=[O:18])[O:19][CH2:20][CH3:21].[CH2:40]([OH:41])[CH2:42][CH2:43][CH3:44].[F:1][c:2]1[cH:3][cH:4][c:5](-[c:8]2[cH:9][cH:10][c:11]([Cl:14])[n:12][n:13]2)[cH:6][cH:7]1.[F:22][c:23]1[cH:24][cH:25][c:26](-[c:27]2[n:28][n:29][c:30]([NH:31][NH:32][C:33]([O-:34])=[O:35])[cH:36][cH:37]2)[cH:38][cH:39]1>>[F:1][c:2]1[cH:3][cH:4][c:5](-[c:8]2[cH:9][cH:10][c:11]([NH:17][NH:16][C:15](=[O:18])[O:19][CH2:20][CH3:21])[n:12][n:13]2)[cH:6][cH:7]1.